From a dataset of the Open Reaction Database (ORD), a public repository of structured organic reaction records. describe an organic reaction: reactants, conditions, products, and yield The reactants are [Al+3], C1CCOC1, CCOC(=O)CCCC1CCC2C(CC(O)C2C=CC(O)COc2cc(F)ccc2F)OC1, [H-], [H-], [H-], [H-], [Li+], [Na+], [Na+], O=S(=O)([O-])[O-]. Yields the product OCCCCC1CCC2C(CC(O)C2C=CC(O)COc2cc(F)ccc2F)OC1. RXN SMILES: [Al+3:35].[CH2:47]1[O:48][CH2:49][CH2:50][CH2:51]1.[F:1][c:2]1[c:3]([O:4][CH2:5][CH:6]([CH:7]=[CH:8][CH:9]2[CH:10]([OH:27])[CH2:11][CH:12]3[O:13][CH2:14][CH:15]([CH2:19][CH2:20][CH2:21][C:22](=[O:23])[O:24][CH2:25][CH3:26])[CH2:16][CH2:17][CH:18]23)[OH:28])[cH:29][c:30]([F:33])[cH:31][cH:32]1.[H-:34].[H-:37].[H-:38].[H-:39].[Li+:36].[Na+:40].[Na+:41].[O-:42][S:43](=[O:44])(=[O:45])[O-:46]>>[F:1][c:2]1[c:3]([O:4][CH2:5][CH:6]([CH:7]=[CH:8][CH:9]2[CH:10]([OH:27])[CH2:11][CH:12]3[O:13][CH2:14][CH:15]([CH2:19][CH2:20][CH2:21][CH2:22][OH:23])[CH2:16][CH2:17][CH:18]23)[OH:28])[cH:29][c:30]([F:33])[cH:31][cH:32]1. Reactants: C[O-].[Na+] (sodium methanolate), CO (methanol), CC(CCC(CCC)=O)=O (2,5-octanedione), C1=CC=CC1 (cyclopentadiene). The solvent is ice water. Run at time 3 hour. The product is CC1=C2C=CCC2=C(C=C1)CCC (4-Methyl-7-(1-propyl)indene). Yield: 39.5%. Reaction SMILES: C[O-].[Na+].CO.[CH3:6][C:7](=O)[CH2:8][CH2:9][C:10](=O)[CH2:11][CH2:12][CH3:13].[CH:16]1[CH2:20][CH:19]=[CH:18][CH:17]=1>>[CH3:6][C:7]1[CH:8]=[CH:9][C:10]([CH2:11][CH2:12][CH3:13])=[C:16]2[C:17]=1[CH:18]=[CH:19][CH2:20]2 |f:0.1|. Procedure: 45 ml of a 30 percent strength solution of sodium methanolate in methanol (250 mmol) were initially introduced into the reaction vessel at 0° C., and a mixture of 14.2 g (100 mmol) of 2,5-octanedione and 9 ml (110 mmol) of cyclopentadiene was added in the course of 30 minutes. After the mixture had been stirred at room temperature for 3 hours, it was poured into 300 ml of ice-water and extracted with diethyl ether and the organic phase was dried over magnesium sulfate. The residue which remained... Reactants: CCOc1cc(C(F)(F)F)ccc1C(=O)O, CNOC. Product: CCOc1cc(C(F)(F)F)ccc1C(=O)N(C)OC. Reaction SMILES: [CH2:1]([CH3:2])[O:3][c:4]1[c:5]([C:6](=[O:7])[OH:8])[cH:9][cH:10][c:11]([C:13]([F:14])([F:15])[F:16])[cH:12]1.[CH3:17][NH:18][O:19][CH3:20]>>[CH2:1]([CH3:2])[O:3][c:4]1[c:5]([C:6](=[O:8])[N:18]([CH3:17])[O:19][CH3:20])[cH:9][cH:10][c:11]([C:13]([F:14])([F:15])[F:16])[cH:12]1. Reactants: CC(C)(C)OC(=O)N1CCN(C(=O)OC(C)(C)C)C(C(=O)O)C1, C1CCOC1, CCOC(C)=O, CN(C)C=O, O, O=S(Cl)Cl, c1ccncc1. Product: CC(C)(C)OC(=O)N1CCN2C(=O)OC(=O)C2C1. Reaction SMILES: [C:16]([O:17][C:21](=[O:22])[N:23]1[CH:24]([C:36](=[O:37])[OH:38])[CH2:25][N:26]([C:29](=[O:30])[O:31][C:32]([CH3:33])([CH3:34])[CH3:35])[CH2:27][CH2:28]1)([CH3:18])([CH3:19])[CH3:20].[CH2:39]1[O:40][CH2:41][CH2:42][CH2:43]1.[CH3:44][CH2:45][O:46][C:47]([CH3:48])=[O:49].[O:7]=[CH:8][N:9]([CH3:10])[CH3:11].[OH2:50].[S:12]([Cl:13])([Cl:14])=[O:15].[cH:1]1[cH:2][cH:3][n:4][cH:5][cH:6]1>>[C:21]1(=[O:22])[N:23]2[CH:24]([CH2:25][N:26]([C:29](=[O:30])[O:31][C:32]([CH3:33])([CH3:34])[CH3:35])[CH2:27][CH2:28]2)[C:36](=[O:37])[O:38]1. Reactants: O (water), N(C(=O)C)C1=CC=C(CCN2CCC(CC2)N2CCC3=CC=CC=C23)C=C1 (1-[1-(4-Acetaminophenethyl)piperidin-4-yl]indoline), resultant mixture, [H-].[Al+3].[Li+].[H-].[H-].[H-] (lithium aluminum hydride). Solvent: O1CCCC1 (tetrahydrofuran). Yields the product C(C)NC1=CC=C(CCN2CCC(CC2)N2CCC3=CC=CC=C23)C=C1 (1-[1-(4-ethylaminophenethyl)piperidin-4-yl]indoline). The yield is 30.8%. RXN SMILES: [NH:1]([C:5]1[CH:27]=[CH:26][C:8]([CH2:9][CH2:10][N:11]2[CH2:16][CH2:15][CH:14]([N:17]3[C:25]4[C:20](=[CH:21][CH:22]=[CH:23][CH:24]=4)[CH2:19][CH2:18]3)[CH2:13][CH2:12]2)=[CH:7][CH:6]=1)[C:2]([CH3:4])=O.[H-].[Al+3].[Li+].[H-].[H-].[H-].O>O1CCCC1>[CH2:2]([NH:1][C:5]1[CH:27]=[CH:26][C:8]([CH2:9][CH2:10][N:11]2[CH2:12][CH2:13][CH:14]([N:17]3[C:25]4[C:20](=[CH:21][CH:22]=[CH:23][CH:24]=4)[CH2:19][CH2:18]3)[CH2:15][CH2:16]2)=[CH:7][CH:6]=1)[CH3:4] |f:1.2.3.4.5.6|. Procedure: 1-[1-(4-Acetaminophenethyl)piperidin-4-yl]indoline (135 mg) was dissolved in tetrahydrofuran (5 ml). After adding lithium aluminum hydride (28 mg) at room temperature, the resultant mixture was heated under reflux for 2 hr. After adding water, the reaction solution was extracted with ethyl acetate. Then the organic layer was washed with brine and dried over magnesium sulfate. After evaporating the solvent, the obtained residue was purified by NH-silica gel column chromatography (hexane/ethyl ace... Reactants: COC(CN1C(C(=C(C1)O)C1=CC(N(C1)CC(=O)OC)=O)=O)=O (1,1',5,5'-tetrahydro-4-hydroxy-2,2'-dioxo-[3,4'-bi-2H-pyrrole]-1,1'-diacetic acid dimethyl ester), N1CCCCC1 (piperidine). Yields the product OC1=C(C(N(C1)CC(=O)N1CCCCC1)=O)C1=CC(N(C1)CC(=O)N1CCCCC1)=O (1,1',5,5'-tetrahydro-4-hydroxy-2,2'-dioxo-[3,4'-bi-2H-pyrrole]-1,1'-diacetic acid dipiperidide). As a reaction SMILES: CO[C:3](=[O:23])[CH2:4][N:5]1[CH2:9][C:8]([OH:10])=[C:7]([C:11]2[CH2:15][N:14]([CH2:16][C:17]([O:19]C)=O)[C:13](=[O:21])[CH:12]=2)[C:6]1=[O:22].[NH:24]1[CH2:29][CH2:28][CH2:27][CH2:26][CH2:25]1>>[OH:10][C:8]1[CH2:9][N:5]([CH2:4][C:3]([N:24]2[CH2:29][CH2:28][CH2:27][CH2:26][CH2:25]2)=[O:23])[C:6](=[O:22])[C:7]=1[C:11]1[CH2:15][N:14]([CH2:16][C:17]([N:24]2[CH2:29][CH2:28][CH2:27][CH2:26][CH2:25]2)=[O:19])[C:13](=[O:21])[CH:12]=1. Reported procedure: Analogously to the procedure described in Example 2, from 4.8 g (0.015 mol) of 1,1',5,5'-tetrahydro-4-hydroxy-2,2'-dioxo-[3,4'-bi-2H-pyrrole]-1,1'-diacetic acid dimethyl ester and 25 ml of piperidine there is obtained 1,1',5,5'-tetrahydro-4-hydroxy-2,2'-dioxo-[3,4'-bi-2H-pyrrole]-1,1'-diacetic acid dipiperidide in the form of pale yellow microcrystals having a melting point of 150°-155° (decomposition). Starting materials: CSCCl (methylthiomethyl chloride), C(C)N1N=CC2=C1N=CC=1C(NC=3N(C12)N=C(C3)C)=O (8-ethyl-2-methyl-4H-pyrazolo[1,5-a]pyrazolo[4',3':5,6]pyrido[3,4-e]pyrimidin-5(8H)-one), CN(C)CCCCl (dimethylaminopropyl chloride), CC1=NN2C(NC(C3=C2C2=C(N=C3)NN=C2)=O)=C1 (2-methyl-4H-pyrazolo[1,5-a]pyrazolo[4',3':5,6]pyrido[3,4-e]pyrimidin-5(8H)-one). Product: CC1=NN2C(N(C(C3=C2C2=C(N=C3)NN=C2)=O)CSC)=C1 (2-methyl-4-methylthiomethyl-4H-pyrazolo[1,5-a]pyrazolo[4',3':5,6]pyrido[3,4-e]pyrimidin-5(8H)-one). Reaction SMILES: [CH3:1][S:2][CH2:3]Cl.CN(CCCCl)C.[CH3:12][C:13]1[CH:29]=[C:16]2[NH:17][C:18](=[O:28])[C:19]3[CH:24]=[N:23][C:22]4[NH:25][N:26]=[CH:27][C:21]=4[C:20]=3[N:15]2[N:14]=1.C(N1C2N=CC3C(=O)NC4N(N=C(C)C=4)C=3C=2C=N1)C>>[CH3:12][C:13]1[CH:29]=[C:16]2[N:17]([CH2:3][S:2][CH3:1])[C:18](=[O:28])[C:19]3[CH:24]=[N:23][C:22]4[NH:25][N:26]=[CH:27][C:21]=4[C:20]=3[N:15]2[N:14]=1. Reported procedure: By substituting methylthiomethyl chloride for the dimethylaminopropyl chloride in the procedure of Example 4 and substituting the 2-methyl-4H-pyrazolo[1,5-a]pyrazolo[4',3':5,6]pyrido[3,4-e]pyrimidin-5(8H)-one obtained in Example 8 for the 8-ethyl-2-methyl-4H-pyrazolo[1,5-a]pyrazolo[4',3':5,6]pyrido[3,4-e]pyrimidin-5(8H)-one, 2-methyl-4-methylthiomethyl-4H-pyrazolo[1,5-a]pyrazolo[4',3':5,6]pyrido[3,4-e]pyrimidin-5(8H)-one is obtained. The reactants are BrC1=NC(=CC(=C1[N+](=O)[O-])N(C(OCC)=O)CC1=CC=C(C=C1)CP(=O)(OCC)OCC)Br (ethyl (2,6-dibromo-3-nitropyridin-4-yl)(4-((diethoxyphosphoryl)methyl)benzyl)carbamate), solution, N (ammonia), CO (methanol). The solvent is C1CCOC1 (THF). Run at time 48 hour. Product: NC1=NC(=CC(=C1[N+](=O)[O-])N(C(OCC)=O)CC1=CC=C(C=C1)CP(=O)(OCC)OCC)Br (ethyl (2-amino-6-bromo-3-nitropyridin-4-yl)(4-((diethoxyphosphoryl)methyl)benzyl)carbamate). Isolated yield 68.0%. Reaction SMILES: Br[C:2]1[C:7]([N+:8]([O-:10])=[O:9])=[C:6]([N:11]([CH2:17][C:18]2[CH:23]=[CH:22][C:21]([CH2:24][P:25]([O:30][CH2:31][CH3:32])([O:27][CH2:28][CH3:29])=[O:26])=[CH:20][CH:19]=2)[C:12](=[O:16])[O:13][CH2:14][CH3:15])[CH:5]=[C:4]([Br:33])[N:3]=1.[NH3:34].CO>C1COCC1>[NH2:34][C:2]1[C:7]([N+:8]([O-:10])=[O:9])=[C:6]([N:11]([CH2:17][C:18]2[CH:19]=[CH:20][C:21]([CH2:24][P:25]([O:27][CH2:28][CH3:29])([O:30][CH2:31][CH3:32])=[O:26])=[CH:22][CH:23]=2)[C:12](=[O:16])[O:13][CH2:14][CH3:15])[CH:5]=[C:4]([Br:33])[N:3]=1. Reported procedure: To a solution of ethyl (2,6-dibromo-3-nitropyridin-4-yl)(4-((diethoxyphosphoryl)methyl)benzyl)carbamate (1 equiv.) in THF (0.40 M) was added a 7 M solution of ammonia in methanol (5 equiv.). The reaction mixture was then allowed to stir at room temperature for 48 h. At this point the volatiles were removed in vacuo. The resulting residue was purified by a COMBIFLASH™ system using a gradient of 0-5% MeOH/DCM to provide the title compound (68%) as a solid.